Dataset: the Open Reaction Database (ORD), a public repository of structured organic reaction records. Task: describe an organic reaction: reactants, conditions, products, and yield Starting materials: C(=O)(N1C=NC=C1)N1C=NC=C1 (1,1′-carbonyl-diimidazole), NC1=C(C(=O)O)C=C(C=C1)CN(C)C=O (2-amino-5-(N-formyl-N-methylamino-methyl)-benzoic acid). Run in CN(C=O)C (N,N-dimethylformamide). Yields the product C1=2C(=O)OC(NC1=CC=CC2)=O (isatoic anhydride). Reaction SMILES: [C:1]([N:8]1[CH:12]=[CH:11]N=C1)(N1C=CN=C1)=[O:2].N[C:14]1[CH:22]=[CH:21]C(CN(C=O)C)=C[C:15]=1[C:16]([OH:18])=[O:17]>CN(C)C=O>[C:15]12[C:12](=[CH:11][CH:21]=[CH:22][CH:14]=1)[NH:8][C:1](=[O:2])[O:18][C:16]2=[O:17]. Procedure details: There was suspended, in 7.6 mL of N,N-dimethylformamide, 1.67 g of 1,1′-carbonyl-diimidazole (CDI) and the suspension was cooled to 5° C. To this slurry, there was added 2.0 g of 2-amino-5-(N-formyl-N-methylamino-methyl)-benzoic acid to thus carry out a reaction for forming an isatoic anhydride derivative at 5° C. After the confirmation of the completion of the reaction by HPLC, 3.80 g of 4-amino-Nα-(2,6-dichlorobenzoyl)-L-phenylalanine isopropyl ester was added to the reaction system to thus ca... The reactants are ClC=1C=C(C=CC1)N1C2=C(C(C=3CNCCC13)=O)C=CC=N2 (10-(3-chlorophenyl)-6,7,8,9-tetrahydropyrido[2,3-b][1,6]naphthyridin-5(10H)-one). Reagents/catalysts: [Pd] (Pd). Run in C=1(C(=CC=CC1)C)C (xylene). Run at time 15 hour. Product: ClC=1C=C(C=CC1)N1C2=C(C(C3=CN=CC=C13)=O)C=CC=N2 (10-(3-chlorophenyl)pyrido[2,3-b][1,6]naphthyridin-5(10H)-one). RXN SMILES: [Cl:1][C:2]1[CH:3]=[C:4]([N:8]2[C:17]3[CH2:16][CH2:15][NH:14][CH2:13][C:12]=3[C:11](=[O:18])[C:10]3[CH:19]=[CH:20][CH:21]=[N:22][C:9]2=3)[CH:5]=[CH:6][CH:7]=1>[Pd].C1(C)C(C)=CC=CC=1>[Cl:1][C:2]1[CH:3]=[C:4]([N:8]2[C:17]3[C:12](=[CH:13][N:14]=[CH:15][CH:16]=3)[C:11](=[O:18])[C:10]3[CH:19]=[CH:20][CH:21]=[N:22][C:9]2=3)[CH:5]=[CH:6][CH:7]=1. Procedure details: Oxidize 10-(3-chlorophenyl)-6,7,8,9-tetrahydropyrido[2,3-b][1,6]naphthyridin-5(10H)-one (1.6 mmol) in a refluxing solution of xylene (15 ml), using air as the oxidant and 5% Pd on C (15 mg) as the catalyst. Follow the procedure of Tetrahedron Letters 26, 1259-1260 (1985); pass air through the hot solution for 15 hours. Evaporate the xylene and elute the residue from silica gel with chloroform to provide 10-(3-chlorophenyl)pyrido[2,3-b][1,6]naphthyridin-5(10H)-one, m.p. 222°-224° C. after crystal... Reactants: C1CCOC1, CN(C)CCCCl, CS(C)=O, Cc1ccccc1, N#Cc1ccc2c(c1)COC2c1ccc(F)cc1, [H-], [Na+], O. The product is CN(C)CCCC1(c2ccc(F)cc2)OCc2cc(C#N)ccc21. Reaction SMILES: [CH2:32]1[O:33][CH2:34][CH2:35][CH2:36]1.[CH3:21][N:22]([CH2:23][CH2:24][CH2:25][Cl:26])[CH3:27].[CH3:28][S:29](=[O:30])[CH3:31].[CH3:37][c:38]1[cH:39][cH:40][cH:41][cH:42][cH:43]1.[F:3][c:4]1[cH:5][cH:6][c:7]([CH:10]2[O:11][CH2:12][c:13]3[cH:14][c:15]([C:19]#[N:20])[cH:16][cH:17][c:18]32)[cH:8][cH:9]1.[H-:1].[Na+:2].[OH2:44]>>[F:3][c:4]1[cH:5][cH:6][c:7]([C:10]2([CH2:25][CH2:24][CH2:23][N:22]([CH3:21])[CH3:27])[O:11][CH2:12][c:13]3[cH:14][c:15]([C:19]#[N:20])[cH:16][cH:17][c:18]32)[cH:8][cH:9]1. Starting materials: S1CCC(CC1)=O (tetrahydro-thiopyran-4-one), [NH4+].[Cl-] (NH4Cl), BrC1=CC(=C(C=C1)NC(=O)C=1NC=C(N1)C#N)C1=CCC(CC1)(C)C (4-Cyano-1H-imidazole-2-carboxylic acid [4-bromo-2-(4,4-dimethyl-cyclohex-1-enyl)-phenyl]-amide), C(C)(C)[Mg]Cl (isopropylmagnesium chloride), C(C)(C)(C)[Li] (tert-butyllithium). Run in CCOC(=O)C (EtOAc), C1CCOC1 (THF), C1CCOC1 (THF). Run at time 5 minute. The product is CC1(CC=C(CC1)C1=C(C=CC(=C1)C1(CCSCC1)O)NC(=O)C=1NC=C(N1)C#N)C (4-Cyano-1H-imidazole-2-carboxylic acid [2-(4,4-dimethyl-cyclohex-1-enyl)-4-(4-hydroxy-tetrahydro-thiopyran-4-yl)-phenyl]-amide). Yield: 64.9%. Reaction SMILES: Br[C:2]1[CH:7]=[CH:6][C:5]([NH:8][C:9]([C:11]2[NH:12][CH:13]=[C:14]([C:16]#[N:17])[N:15]=2)=[O:10])=[C:4]([C:18]2[CH2:23][CH2:22][C:21]([CH3:25])([CH3:24])[CH2:20][CH:19]=2)[CH:3]=1.C([Mg]Cl)(C)C.C([Li])(C)(C)C.[S:36]1[CH2:41][CH2:40][C:39](=[O:42])[CH2:38][CH2:37]1.[NH4+].[Cl-]>C1COCC1.CCOC(C)=O>[CH3:24][C:21]1([CH3:25])[CH2:22][CH2:23][C:18]([C:4]2[CH:3]=[C:2]([C:39]3([OH:42])[CH2:40][CH2:41][S:36][CH2:37][CH2:38]3)[CH:7]=[CH:6][C:5]=2[NH:8][C:9]([C:11]2[NH:12][CH:13]=[C:14]([C:16]#[N:17])[N:15]=2)=[O:10])=[CH:19][CH2:20]1 |f:4.5|. Procedure: To a solution of 4-cyano-1H-imidazole-2-carboxylic acid [4-bromo-2-(4,4-dimethyl-cyclohex-1-enyl)-phenyl]-amide (as prepared in Example 1, step (g), 120 mg, 0.300 mmol) in 4 mL of THF at −78° C. under Ar was added isopropylmagnesium chloride (165 μL, 0.331 mmol, 2.0 M in THF). The resulting mixture was warmed to RT and stirred for 5 min, cooled to −78° C. again. To the mixture was added tert-butyllithium (530 μL, 0.902 mmol, 1.7 M in pentane) and the resulting mixture was stirred at −78° C. for ... Reactants: CC#N, O=C1c2ccccc2C(=O)N1CCc1ccc(-c2cc(C(F)(F)F)nn2-c2ccc(Cl)cc2)cc1, NN. Yields the product NCCc1ccc(-c2cc(C(F)(F)F)nn2-c2ccc(Cl)cc2)cc1. As a reaction SMILES: [CH3:38][C:39]#[N:40].[Cl:1][c:2]1[cH:3][cH:4][c:5](-[n:8]2[n:9][c:10]([C:32]([F:33])([F:34])[F:35])[cH:11][c:12]2-[c:13]2[cH:14][cH:15][c:16]([CH2:19][CH2:20][N:21]3[C:22](=[O:23])[c:24]4[c:25]([cH:26][cH:27][cH:28][cH:29]4)[C:30]3=[O:31])[cH:17][cH:18]2)[cH:6][cH:7]1.[NH2:36][NH2:37]>>[Cl:1][c:2]1[cH:3][cH:4][c:5](-[n:8]2[n:9][c:10]([C:32]([F:33])([F:34])[F:35])[cH:11][c:12]2-[c:13]2[cH:14][cH:15][c:16]([CH2:19][CH2:20][NH2:21])[cH:17][cH:18]2)[cH:6][cH:7]1.